Dataset: the Open Reaction Database (ORD), a public repository of structured organic reaction records. Task: describe an organic reaction: reactants, conditions, products, and yield Starting materials: [Cs+], [F-], c1ccc(OCC2CO2)cc1, COCCCN1C(=O)COc2ccc(COC3CN(C(=O)OCc4ccccc4)CCC3c3ccc(O)cc3)cc21. The product is COCCCN1C(=O)COc2ccc(COC3CN(C(=O)OCc4ccccc4)CCC3c3ccc(OCC(O)COc4ccccc4)cc3)cc21. RXN SMILES: [Cs+:54].[F-:53].[O:42]([c:43]1[cH:44][cH:45][cH:46][cH:47][cH:48]1)[CH2:49][CH:50]1[O:51][CH2:52]1.[OH:1][c:2]1[cH:3][cH:4][c:5]([CH:8]2[CH:9]([O:24][CH2:25][c:26]3[cH:27][cH:28][c:29]4[c:30]([cH:41]3)[N:31]([CH2:36][CH2:37][CH2:38][O:39][CH3:40])[C:32](=[O:35])[CH2:33][O:34]4)[CH2:10][N:11]([C:14](=[O:15])[O:16][CH2:17][c:18]3[cH:19][cH:20][cH:21][cH:22][cH:23]3)[CH2:12][CH2:13]2)[cH:6][cH:7]1>>[O:1]([c:2]1[cH:3][cH:4][c:5]([CH:8]2[CH:9]([O:24][CH2:25][c:26]3[cH:27][cH:28][c:29]4[c:30]([cH:41]3)[N:31]([CH2:36][CH2:37][CH2:38][O:39][CH3:40])[C:32](=[O:35])[CH2:33][O:34]4)[CH2:10][N:11]([C:14](=[O:15])[O:16][CH2:17][c:18]3[cH:19][cH:20][cH:21][cH:22][cH:23]3)[CH2:12][CH2:13]2)[cH:6][cH:7]1)[CH2:52][CH:50]([CH2:49][O:42][c:43]1[cH:44][cH:45][cH:46][cH:47][cH:48]1)[OH:51].